This data is from the Open Reaction Database (ORD), a public repository of structured organic reaction records. The task is: describe an organic reaction: reactants, conditions, products, and yield The reactants are CC(C)(C)OC(=O)N1CCNCC1, CCN=C=NCCCN(C)C, CCN(C(C)C)C(C)C, Cl, CN(C)C=O, O, On1nnc2ccccc21, O=C(O)CNC(=O)c1ccc(-c2ccccc2)cc1. The product is CC(C)(C)OC(=O)N1CCN(C(=O)CNC(=O)c2ccc(-c3ccccc3)cc2)CC1. Reaction SMILES: [C:51](=[O:52])([O:53][C:54]([CH3:55])([CH3:56])[CH3:57])[N:58]1[CH2:59][CH2:60][NH:61][CH2:62][CH2:63]1.[CH3:39][CH2:40][N:41]=[C:42]=[N:43][CH2:44][CH2:45][CH2:46][N:47]([CH3:48])[CH3:49].[CH:1]([N:2]([CH2:3][CH3:4])[CH:5]([CH3:6])[CH3:7])([CH3:8])[CH3:9].[ClH:50].[O:64]=[CH:65][N:66]([CH3:67])[CH3:68].[OH2:69].[OH:29][n:30]1[c:31]2[c:32]([cH:33][cH:34][cH:35][cH:36]2)[n:37][n:38]1.[c:10]1(-[c:23]2[cH:24][cH:25][cH:26][cH:27][cH:28]2)[cH:11][cH:12][c:13]([C:16](=[O:17])[NH:18][CH2:19][C:20](=[O:21])[OH:22])[cH:14][cH:15]1>>[c:10]1(-[c:23]2[cH:24][cH:25][cH:26][cH:27][cH:28]2)[cH:11][cH:12][c:13]([C:16](=[O:17])[NH:18][CH2:19][C:20](=[O:22])[N:61]2[CH2:60][CH2:59][N:58]([C:51](=[O:52])[O:53][C:54]([CH3:55])([CH3:56])[CH3:57])[CH2:63][CH2:62]2)[cH:14][cH:15]1.